Dataset: the Open Reaction Database (ORD), a public repository of structured organic reaction records. Task: describe an organic reaction: reactants, conditions, products, and yield Reactants: COC(=O)c1ccc2cc[nH]c2c1, CCOC(C)=O, FC(F)Oc1ccc(CBr)cc1, [H-], [Na+], CN(C)C=O, O. The product is COC(=O)c1ccc2ccn(Cc3ccc(OC(F)F)cc3)c2c1. Reaction SMILES: [CH3:1][O:2][C:3](=[O:4])[c:5]1[cH:6][cH:7][c:8]2[cH:9][cH:10][nH:11][c:12]2[cH:13]1.[CH3:34][CH2:35][O:36][C:37](=[O:38])[CH3:39].[F:14][CH:15]([O:16][c:17]1[cH:18][cH:19][c:20]([CH2:21][Br:22])[cH:23][cH:24]1)[F:25].[H-:26].[Na+:27].[O:28]=[CH:29][N:30]([CH3:31])[CH3:32].[OH2:33]>>[CH3:1][O:2][C:3](=[O:4])[c:5]1[cH:6][cH:7][c:8]2[cH:9][cH:10][n:11]([CH2:21][c:20]3[cH:19][cH:18][c:17]([O:16][CH:15]([F:14])[F:25])[cH:24][cH:23]3)[c:12]2[cH:13]1. Reactants: brownish liquid, colorless liquid, [Cl-].[Al+3].[Cl-].[Cl-] (aluminum chloride), C1(CCC(=O)O1)=O (succinic anhydride), 3, ClCCCl (1,2-dichloroethane). Yields the product O=C(CCC(=O)O)C=C (4-Oxo-5-hexenoic acid). Reaction SMILES: [Cl-].[Al+3].[Cl-].[Cl-].[C:5]1(=[O:11])[O:10][C:8](=[O:9])[CH2:7][CH2:6]1.Cl[CH2:13][CH2:14]Cl>>[O:11]=[C:5]([CH:13]=[CH2:14])[CH2:6][CH2:7][C:8]([OH:10])=[O:9] |f:0.1.2.3|. Procedure details: [cf. J. Chem. Soc., 3922 (1958)]. A mixture of aluminum chloride (66.7 g., 0.5 M), succinic anhydride (25 g., 0.25 M) and 1,2-dichloroethane (1 liter) in a 2 liter 3 neck flask equipped with a gas inlet tube, a mechanical stirrer and a drying tube is stirred rapidly and ethylene is bubbled in for 4.5 hours. This is poured into 900 ml. 5% hydrochlorc acid and ice. The layers are separated and the organic layer is washed with water and taken to dryness in vacuo. The aqueous layer is extracted with...